Dataset: the Open Reaction Database (ORD), a public repository of structured organic reaction records. Task: describe an organic reaction: reactants, conditions, products, and yield As a reaction SMILES: [C:1]1([C:7]([NH:20][CH:21]2[CH:24]([S:25][CH2:26][C:27]#[C:28][C:29]3[CH:34]=[CH:33][C:32]([F:35])=[CH:31][CH:30]=3)[NH:23][C:22]2=[O:36])([C:14]2[CH:19]=[CH:18][CH:17]=[CH:16][CH:15]=2)[C:8]2[CH:13]=[CH:12][CH:11]=[CH:10][CH:9]=2)[CH:6]=[CH:5][CH:4]=[CH:3][CH:2]=1.[C:37]([O:41][C:42]([CH3:45])([CH3:44])[CH3:43])(=[O:40])[CH:38]=[O:39].O>C1C=CC=CC=1>[OH:39][CH:38]([N:23]1[CH:24]([S:25][CH2:26][C:27]#[C:28][C:29]2[CH:34]=[CH:33][C:32]([F:35])=[CH:31][CH:30]=2)[CH:21]([NH:20][C:7]([C:14]2[CH:19]=[CH:18][CH:17]=[CH:16][CH:15]=2)([C:8]2[CH:9]=[CH:10][CH:11]=[CH:12][CH:13]=2)[C:1]2[CH:6]=[CH:5][CH:4]=[CH:3][CH:2]=2)[C:22]1=[O:36])[C:37]([O:41][C:42]([CH3:45])([CH3:44])[CH3:43])=[O:40]. Reactants: C1(=CC=CC=C1)C(C1=CC=CC=C1)(C1=CC=CC=C1)NC1C(NC1SCC#CC1=CC=C(C=C1)F)=O (3-(Triphenylmethylamino)-4-(3-p-fluorophenylprop-2-ynylthio)azetidin-2-one), C(C=O)(=O)OC(C)(C)C (t-butyl glyoxalate), O (water). Yields the product OC(C(=O)OC(C)(C)C)N1C(C(C1SCC#CC1=CC=C(C=C1)F)NC(C1=CC=CC=C1)(C1=CC=CC=C1)C1=CC=CC=C1)=O (1-(1-Hydroxy-1-t-butoxycarbonylmethyl)-3-(triphenylmethylamino)-4-(3-p-fluorophenylprop-2-ynylthio)azetidin-2-one). Solvent: C1=CC=CC=C1 (benzene). Reported procedure: 3-(Triphenylmethylamino)-4-(3-p-fluorophenylprop-2-ynylthio)azetidin-2-one (1.02g) and t-butyl glyoxalate (2.76g) were refluxed in dry benzene (50ml) with provision for the removal of water. After 1 hour the benzene solution was washed 5 times with water, dried and evaporated. The residue was chromatographed on silica to give 1-(1-Hydroxy-1-t-butoxycarbonylmethyl)-3-(triphenylmethylamino)-4-(3-p-fluorophenylprop-2-ynylthio)azetidin-2-one as an amorphous solid (.969g).